This data is from the Open Reaction Database (ORD), a public repository of structured organic reaction records. The task is: describe an organic reaction: reactants, conditions, products, and yield Starting materials: FC1=CC=C(OC2=CC=C(C=C2)C2=CC=CC(=N2)C(=O)N2CCNCC2)C=C1 ((6-(4-(4-fluorophenoxy)phenyl)pyridin-2-yl)(piperazin-1-yl)methanone), CS(=O)(=O)C=1C=C(C=CC1)S(=O)(=O)Cl (3-methylsulfonylbenzenesulfonyl chloride), CCN(C(C)C)C(C)C (DIEA). Run in C(Cl)Cl (DCM). Product: FC1=CC=C(OC2=CC=C(C=C2)C2=CC=CC(=N2)C(=O)N2CCN(CC2)S(=O)(=O)C2=CC(=CC=C2)S(=O)(=O)C)C=C1 ((6-(4-(4-fluorophenoxy)phenyl)pyridin-2-yl)(4-((3-(methylsulfonyl)phenyl)sulfonyl)piperazin-1-yl)methanone). Yield: 84.0%. As a reaction SMILES: [F:1][C:2]1[CH:28]=[CH:27][C:5]([O:6][C:7]2[CH:12]=[CH:11][C:10]([C:13]3[N:18]=[C:17]([C:19]([N:21]4[CH2:26][CH2:25][NH:24][CH2:23][CH2:22]4)=[O:20])[CH:16]=[CH:15][CH:14]=3)=[CH:9][CH:8]=2)=[CH:4][CH:3]=1.[CH3:29][S:30]([C:33]1[CH:34]=[C:35]([S:39](Cl)(=[O:41])=[O:40])[CH:36]=[CH:37][CH:38]=1)(=[O:32])=[O:31].CCN(C(C)C)C(C)C>C(Cl)Cl>[F:1][C:2]1[CH:3]=[CH:4][C:5]([O:6][C:7]2[CH:8]=[CH:9][C:10]([C:13]3[N:18]=[C:17]([C:19]([N:21]4[CH2:26][CH2:25][N:24]([S:39]([C:35]5[CH:36]=[CH:37][CH:38]=[C:33]([S:30]([CH3:29])(=[O:32])=[O:31])[CH:34]=5)(=[O:41])=[O:40])[CH2:23][CH2:22]4)=[O:20])[CH:16]=[CH:15][CH:14]=3)=[CH:11][CH:12]=2)=[CH:27][CH:28]=1. Reported procedure: According to the methodology described in Example 7, compound 6 (100 mg, 0.24 mmol), 3-methylsulfonylbenzenesulfonyl chloride (60 mg, 0.24 mmol), DIEA (0.1 mL, 0.7 mmol) and DCM (5 mL) were reacted to give compound 8 in 84% yield (LC/MS (m/z+H)=596; 1H NMR (CDCl3) δ ppm: 6.8-8.5 (m, 15H); 4.0 (m, 4H); 3.3 (m, 4H); 3.2 (s, 3H)).